Dataset: the Open Reaction Database (ORD), a public repository of structured organic reaction records. Task: describe an organic reaction: reactants, conditions, products, and yield The reactants are C(#N)C=C(C1=C(C=C(C=C1)Cl)Cl)NC(OCC)=O (Ethyl [2-cyano-1-(2,4-dichlorophenyl)ethenyl]carbamate), N(N)C(C(=O)OCC)=O (ethyl hydrazino(oxo)acetate), C(C)(=O)OCC (ethyl acetate), O (water). The solvent is CN1CCCC1=O (NMP). Conditions: temperature 160 celsius, time 4 hour. Yields the product ClC1=C(C=CC(=C1)Cl)C1=CC=2N(C(=N1)O)N=C(N2)C(=O)OCC (Ethyl 7-(2,4-dichlorophenyl)-5-hydroxy[1,2,4]triazolo[1,5-c]pyrimidine-2-carboxylate). RXN SMILES: [C:1]([CH:3]=[C:4]([NH:13][C:14](=O)[O:15]CC)[C:5]1[CH:10]=[CH:9][C:8]([Cl:11])=[CH:7][C:6]=1[Cl:12])#[N:2].[NH:19]([C:21](=O)[C:22]([O:24][CH2:25][CH3:26])=[O:23])[NH2:20].C(OCC)(=O)C.O>CN1C(=O)CCC1>[Cl:12][C:6]1[CH:7]=[C:8]([Cl:11])[CH:9]=[CH:10][C:5]=1[C:4]1[N:13]=[C:14]([OH:15])[N:20]2[N:19]=[C:21]([C:22]([O:24][CH2:25][CH3:26])=[O:23])[N:2]=[C:1]2[CH:3]=1. Procedure details: 3.0 g (10.5 mmol) of ethyl [2-cyano-1-(2,4-dichlorophenyl)ethenyl]carbamate (Example 128A) and 1.39 g (10.5 mmol) of ethyl hydrazino(oxo)acetate are dissolved in NMP (16 ml) and stirred in a flask with a calcium chloride drying tube at an oil-bath temperature of 160° C. for 4 h. The reaction mixture is cooled to RT and ethyl acetate (150 ml) and water (100 ml) are added. The organic phase is separated off, dried with magnesium sulphate and concentrated. The residue is chromatographed on silica g... The product is COc1cc(N2C(=O)C3=CCCCN3C2=O)c(Cl)cc1C. The reactants are O=C([O-])[O-], CI, CC#N, [Cl-], Cc1cc(Cl)c(N2C(=O)C3=CCCCN3C2=O)cc1O, [K+], [K+], [NH4+]. As a reaction SMILES: [C:23](=[O:24])([O-:25])[O-:26].[CH3:21][I:22].[CH3:31][C:32]#[N:33].[Cl-:29].[Cl:1][c:2]1[c:3]([N:10]2[C:11](=[O:20])[N:12]3[C:13](=[CH:14][CH2:15][CH2:16][CH2:17]3)[C:18]2=[O:19])[cH:4][c:5]([OH:9])[c:6]([CH3:8])[cH:7]1.[K+:27].[K+:28].[NH4+:30]>>[Cl:1][c:2]1[c:3]([N:10]2[C:11](=[O:20])[N:12]3[C:13](=[CH:14][CH2:15][CH2:16][CH2:17]3)[C:18]2=[O:19])[cH:4][c:5]([O:9][CH3:23])[c:6]([CH3:8])[cH:7]1. Starting materials: Cc1c(C(=O)O)sc2ccc(C(F)(F)F)cc12, ClCCl, [Cu], c1ccc2ncccc2c1. Product: Cc1csc2ccc(C(F)(F)F)cc12. RXN SMILES: [CH3:1][c:2]1[c:3]2[c:4]([s:5][c:6]1[C:7]([OH:8])=[O:9])[cH:10][cH:11][c:12]([C:14]([F:15])([F:16])[F:17])[cH:13]2.[Cl:28][CH2:29][Cl:30].[Cu:31].[cH:18]1[cH:19][c:20]2[c:21]([n:22][cH:23][cH:24][cH:25]2)[cH:26][cH:27]1>>[CH3:1][c:2]1[c:3]2[c:4]([s:5][cH:6]1)[cH:10][cH:11][c:12]([C:14]([F:15])([F:16])[F:17])[cH:13]2. The solvent is CCCCC (pentane), C1CCCCC1 (cyclohexane). Reported procedure: 2-(2-chloroethyl)-1 -methylpyrrolidine was dissolved in cyclohexane and reacted with about two molar equivalents of t-butyllithium in pentane in an inert atmosphere including argon or nitrogen. The resulting mixture was agitated gently at room temperature for about an hour. The mixture was allowed to stand overnight and used to initiate the polymerization of butadiene and styrene as described in the following examples. The reactants are C(C)(C)(C)[Li] (t-butyllithium), ClCCC1N(CCC1)C (2-(2-chloroethyl)-1 -methylpyrrolidine), C=CC=C (butadiene), C=CC1=CC=CC=C1 (styrene). The product is [Li]CCC1N(CCC1)C (2-(2-lithioethyl)-1-methylpyrrolidine). Conditions: time 8 hour. Reaction SMILES: Cl[CH2:2][CH2:3][CH:4]1[CH2:8][CH2:7][CH2:6][N:5]1[CH3:9].C([Li:14])(C)(C)C.C=CC=C.C=CC1C=CC=CC=1>C1CCCCC1.CCCCC>[Li:14][CH2:2][CH2:3][CH:4]1[CH2:8][CH2:7][CH2:6][N:5]1[CH3:9]. Reactants: C(\C=C\C(=O)O)(=O)O (fumaric acid), CC=1C=CC2=C(N=C(C=3C(O2)=CSC3)Cl)C1 (7-Methyl-10-chloro-thieno[3,4-b][1,5]benzoxazepine), OCCN1CCNCC1 (N-(2-hydroxyethyl)-piperazine). The solvent is C1(=CC=CC=C1)C (toluene). Yields the product C(\C=C\C(=O)O)(=O)O.CC=1C=CC2=C(N=C(C=3C(O2)=CSC3)N3CCN(CC3)CCO)C1 (4-(7-Methylthieno[3,4-b][1,5]benzoxazepin-10-yl)-1-piperazineethanol fumarate), fumarate salt. As a reaction SMILES: [CH3:1][C:2]1[CH:3]=[CH:4][C:5]2[O:11][C:10]3=[CH:12][S:13][CH:14]=[C:9]3[C:8](Cl)=[N:7][C:6]=2[CH:16]=1.[OH:17][CH2:18][CH2:19][N:20]1[CH2:25][CH2:24][NH:23][CH2:22][CH2:21]1.[C:26]([OH:33])(=[O:32])/[CH:27]=[CH:28]/[C:29]([OH:31])=[O:30]>C1(C)C=CC=CC=1>[C:26]([OH:33])(=[O:32])/[CH:27]=[CH:28]/[C:29]([OH:31])=[O:30].[CH3:1][C:2]1[CH:3]=[CH:4][C:5]2[O:11][C:10]3=[CH:12][S:13][CH:14]=[C:9]3[C:8]([N:23]3[CH2:24][CH2:25][N:20]([CH2:19][CH2:18][OH:17])[CH2:21][CH2:22]3)=[N:7][C:6]=2[CH:16]=1 |f:4.5|. Reported procedure: 7-Methyl-10-chloro-thieno[3,4-b][1,5]benzoxazepine (Example 7) is reacted with 20 ml. of N-(2-hydroxyethyl)-piperazine in 20 ml. of dry toluene as described in Example 1, giving the base compound which is further reacted with fumaric acid, giving the desired product as the fumarate salt, m.p. 178°-180° C. The reactants are COC(=O)c1nc(Br)c2cccnc2c1O, Cc1ccccc1, NCc1ccc(F)cc1. The product is O=C(NCc1ccc(F)cc1)c1nc(Br)c2cccnc2c1O. RXN SMILES: [CH3:1][O:2][C:3](=[O:4])[c:5]1[n:6][c:7]([Br:16])[c:8]2[cH:9][cH:10][cH:11][n:12][c:13]2[c:14]1[OH:15].[CH3:26][c:27]1[cH:28][cH:29][cH:30][cH:31][cH:32]1.[F:17][c:18]1[cH:19][cH:20][c:21]([CH2:22][NH2:23])[cH:24][cH:25]1>>[C:3](=[O:4])([c:5]1[n:6][c:7]([Br:16])[c:8]2[cH:9][cH:10][cH:11][n:12][c:13]2[c:14]1[OH:15])[NH:23][CH2:22][c:21]1[cH:20][cH:19][c:18]([F:17])[cH:25][cH:24]1. As a reaction SMILES: [CH2:1]([CH2:2][CH3:3])[N:4]([CH:5]1[CH2:6][c:7]2[c:8]([Sn:15]([CH3:16])([CH3:17])[CH3:18])[cH:9][cH:10][cH:11][c:12]2[CH2:13][CH2:14]1)[CH2:19][CH2:20][CH3:21].[CH3:22][O:23][CH2:24][C:25](=[O:26])[Cl:27].[OH2:28].[cH:29]1[cH:30][cH:31][cH:32][cH:33][cH:34]1>>[CH2:1]([CH2:2][CH3:3])[N:4]([CH:5]1[CH2:6][c:7]2[c:8]([C:25]([CH2:24][O:23][CH3:22])=[O:26])[cH:9][cH:10][cH:11][c:12]2[CH2:13][CH2:14]1)[CH2:19][CH2:20][CH3:21]. Reactants: CCCN(CCC)C1CCc2cccc([Sn](C)(C)C)c2C1, COCC(=O)Cl, O, c1ccccc1. Product: CCCN(CCC)C1CCc2cccc(C(=O)COC)c2C1. Starting materials: C(=O)(OC(C)(C)C)NC(C1CC1)C1CN(CC1)CC1=CC=CC=C1 (N-BOC-1(1-benzyl-pyrroldin-3-yl)-1-cyclopropyl-methylamine). The reagents and catalysts are [Pd] (Pd/C). The solvent is CO (methanol). Conditions: time 42 hour. The product is C(=O)(OC(C)(C)C)NC(C1CC1)C1CNCC1 (3-(1-(BOC-amino)-1-cyclopropyl-methyl)pyrrolidine). Isolated yield 35.1%. As a reaction SMILES: [C:1]([NH:8][CH:9]([CH:13]1[CH2:17][CH2:16][N:15](CC2C=CC=CC=2)[CH2:14]1)[CH:10]1[CH2:12][CH2:11]1)([O:3][C:4]([CH3:7])([CH3:6])[CH3:5])=[O:2]>CO.[Pd]>[C:1]([NH:8][CH:9]([CH:13]1[CH2:17][CH2:16][NH:15][CH2:14]1)[CH:10]1[CH2:11][CH2:12]1)([O:3][C:4]([CH3:7])([CH3:6])[CH3:5])=[O:2]. Procedure: A sample (548 mg) of the compound from step 470d was dissolved in methanol, 140 mg of 10% Pd/C was added, and the mixture was hydrogenated at 4 atm H2 for 42 hours at room temperature. The solution was filtered, and the solvent was removed to give 140 mg of the title compound.